From a dataset of the Open Reaction Database (ORD), a public repository of structured organic reaction records. describe an organic reaction: reactants, conditions, products, and yield Starting materials: CCOCC, Cl[Cu], Cl, O=N[O-], Nc1ncc(Br)cc1[N+](=O)[O-], N, [Na+], O. Product: O=[N+]([O-])c1cc(Br)cnc1Cl. As a reaction SMILES: [CH3:17][CH2:18][O:19][CH2:20][CH3:21].[Cl:24][Cu:25].[ClH:22].[N:12]([O-:13])=[O:14].[NH2:1][c:2]1[n:3][cH:4][c:5]([Br:11])[cH:6][c:7]1[N+:8](=[O:9])[O-:10].[NH3:16].[Na+:15].[OH2:23]>>[c:2]1([Cl:22])[n:3][cH:4][c:5]([Br:11])[cH:6][c:7]1[N+:8](=[O:9])[O-:10]. Starting materials: COC(=O)CSCCO[Si](C)(C)C(C)(C)C, CCO, NN, O. Product: CC(C)(C)[Si](C)(C)OCCSCC(=O)NN. RXN SMILES: [C:1]([CH3:2])([CH3:3])([CH3:4])[Si:5]([O:6][CH2:7][CH2:8][S:9][CH2:10][C:11](=[O:12])[O:13][CH3:14])([CH3:15])[CH3:16].[CH3:20][CH2:21][OH:22].[NH2:18][NH2:19].[OH2:17]>>[C:1]([CH3:2])([CH3:3])([CH3:4])[Si:5]([O:6][CH2:7][CH2:8][S:9][CH2:10][C:11](=[O:12])[NH:18][NH2:19])([CH3:15])[CH3:16]. Starting materials: Oc1cc(F)cc(F)c1, COC(Cc1ccc(OCCCO)cc1)C(=O)O. Yields the product COC(Cc1ccc(OCCCOc2cc(F)cc(F)c2)cc1)C(=O)O. As a reaction SMILES: [F:19][c:20]1[cH:21][c:22]([OH:27])[cH:23][c:24]([F:26])[cH:25]1.[OH:1][CH2:2][CH2:3][CH2:4][O:5][c:6]1[cH:7][cH:8][c:9]([CH2:12][CH:13]([C:14](=[O:15])[OH:16])[O:17][CH3:18])[cH:10][cH:11]1>>[O:1]([CH2:2][CH2:3][CH2:4][O:5][c:6]1[cH:7][cH:8][c:9]([CH2:12][CH:13]([C:14](=[O:15])[OH:16])[O:17][CH3:18])[cH:10][cH:11]1)[c:22]1[cH:21][c:20]([F:19])[cH:25][c:24]([F:26])[cH:23]1. The reactants are C(C1=CC=CC=C1)OC=1C=C(C=CC1)C1(C(CC(CC1)CC1=CC=C(C=C1)C)CN(C)C)O (1-(3-benzyloxyphenyl)-2-dimethylaminomethyl-4-(4-methyl-benzyl)-cyclohexanol), tetramethylchlorosilane water, ClCCl.CCOCC (dichloromethane ether). The product is Cl.CN(C)CC1C(CCC(C1)CC1=CC=C(C=C1)C)(O)C=1C=C(C=CC1)O ((1RS,2RS,4SR)-3-[2-dimethylaminomethyl-1-hydroxy-4-(4-methyl-benzyl)-cyclohexyl]-phenol hydrochloride). Yield: 56.0%. As a reaction SMILES: C([O:8][C:9]1[CH:10]=[C:11]([C:15]2([OH:33])[CH2:20][CH2:19][CH:18]([CH2:21][C:22]3[CH:27]=[CH:26][C:25]([CH3:28])=[CH:24][CH:23]=3)[CH2:17][CH:16]2[CH2:29][N:30]([CH3:32])[CH3:31])[CH:12]=[CH:13][CH:14]=1)C1C=CC=CC=1.[Cl:34]CCl.CCOCC>>[ClH:34].[CH3:31][N:30]([CH2:29][CH:16]1[CH2:17][CH:18]([CH2:21][C:22]2[CH:23]=[CH:24][C:25]([CH3:28])=[CH:26][CH:27]=2)[CH2:19][CH2:20][C:15]1([C:11]1[CH:10]=[C:9]([OH:8])[CH:14]=[CH:13][CH:12]=1)[OH:33])[CH3:32] |f:1.2,3.4|. Procedure details: Compound (43) was hydrogenated corresponding to the conditions described in Example 23, step 2. The product was then taken up in 1:1 dichloromethane/ether and tetramethylchlorosilane/water was added. After recrystallisation from 2-butanone/water, compound (39) was obtained in a yield of 56% theoretical. Reactants: COC=1C=C2C=C(C(=NC2=CC1)NCCOC)CO ((6-methoxy-2-(2-methoxyethylamino)quinolin-3-yl)methanol), COC=1C=C2C=C(C(=NC2=CC1)NCCOC)CO ((6-Methoxy-2-(2-methoxyethylamino)quinolin-3-yl)methanol), O=S(Cl)Cl (SOCl2). The solvent is C(Cl)Cl (CH2Cl2). Run at time 1.5 hour. Product: Cl.ClCC=1C(=NC2=CC=C(C=C2C1)OC)NCCOC (3-(chloromethyl)-6-methoxy-N-(2-methoxyethyl)quinolin-2-amine hydrochloride), 47064. The yield is 100.0%. RXN SMILES: [CH3:1][O:2][C:3]1[CH:4]=[C:5]2[C:10](=[CH:11][CH:12]=1)[N:9]=[C:8]([NH:13][CH2:14][CH2:15][O:16][CH3:17])[C:7]([CH2:18]O)=[CH:6]2.O=S(Cl)[Cl:22]>C(Cl)Cl>[ClH:22].[Cl:22][CH2:18][C:7]1[C:8]([NH:13][CH2:14][CH2:15][O:16][CH3:17])=[N:9][C:10]2[C:5]([CH:6]=1)=[CH:4][C:3]([O:2][CH3:1])=[CH:12][CH:11]=2 |f:3.4|. Procedure: To a stirred solution of (6-methoxy-2-(2-methoxyethylamino)quinolin-3-yl)methanol SLA 47064A (0.90 g, 3.43 mmol) in dry CH2Cl2 (30 mL) in a 100 mL round-bottomed flask equipped with a magnetic stirrer was added dropwise SOCl2 (4.98 mL, 68.6 mmol). The mixture was stirred for 1.5 h at RT then concentrated to dryness at 40° C. under vacuum. The residue was then taken up in CH2Cl2 (20 mL) before concentration back to dryness at 40° C. under vacuum (done 3 times) to give 3-(chloromethyl)-6-methoxy-N... The reactants are OC1=C(C(=CC=C1)C)NC(C1=C(C=CC(=C1)[N+](=O)[O-])F)=O (N-(2-hydroxy-6-methylphenyl)-2-fluoro-5-nitrobenzamide), O.C1(=CC=C(C=C1)S(=O)(=O)O)C (p-toluenesulfonic acid monohydrate). The product is [N+](=O)([O-])C=1C=C(C(=CC1)F)C=1OC2=C(N1)C(=CC=C2)C (2-(3-Nitro-6-fluorophenyl)-4-methylbenzoxazole). RXN SMILES: O[C:2]1[CH:7]=[CH:6][CH:5]=[C:4]([CH3:8])[C:3]=1[NH:9][C:10](=[O:21])[C:11]1[CH:16]=[C:15]([N+:17]([O-:19])=[O:18])[CH:14]=[CH:13][C:12]=1[F:20].O.C1(C)C=CC(S(O)(=O)=O)=CC=1>>[N+:17]([C:15]1[CH:16]=[C:11]([C:10]2[O:21][C:2]3[CH:7]=[CH:6][CH:5]=[C:4]([CH3:8])[C:3]=3[N:9]=2)[C:12]([F:20])=[CH:13][CH:14]=1)([O-:19])=[O:18] |f:1.2|. Procedure: Prepared by the method of Example 15b), from N-(2-hydroxy-6-methylphenyl)-2-fluoro-5-nitrobenzamide (667 mg, 2.3 mmol) and p-toluenesulfonic acid monohydrate (961 g, 5.1 mmol) the subtitle compound was obtained (327 mg, 52%). 1H NMR (DMSO) δ 8.92(m, 1H), 8.50(m, 1H), 7.82–7.74(m, 2H), 7.70(s, 1H), 7.33(dd, 1H).